From a dataset of the Open Reaction Database (ORD), a public repository of structured organic reaction records. describe an organic reaction: reactants, conditions, products, and yield Starting materials: [O-]CC.[Na+] (sodium ethoxide), O (Water), ClCCl (dichloromethane), CC(=O)C1=CC=C(C=C1)Br (4-bromoacetophenone). The solvent is CCOC(=O)C (EtOAc), CCOC(=O)C (EtOAc), C1CCOC1 (THF). Conditions: temperature -5 celsius, time 4 hour. The product is BrC1=CC=C(C=C1)C(CC(C)=O)=O (1-(4-Bromophenyl)-butane-1,3-dione), solid. Yield: 76.0%. Reaction SMILES: [O-:1][CH2:2][CH3:3].[Na+].[CH3:5][C:6]([C:8]1[CH:13]=[CH:12][C:11]([Br:14])=[CH:10][CH:9]=1)=[O:7].O.ClCCl>CCOC(C)=O.C1COCC1>[Br:14][C:11]1[CH:12]=[CH:13][C:8]([C:6](=[O:7])[CH2:5][C:2](=[O:1])[CH3:3])=[CH:9][CH:10]=1 |f:0.1|. Procedure: To a suspension of sodium ethoxide (4.49 g, 66 mmol) in EtOAc (10 mL) that was cooled to −5° C. was added a solution of 4-bromoacetophenone (11.94 g, 60 mmol) in EtOAc (10 mL) and THF (10 mL). The mixture was stirred at 0° C. for 4 hours before warming to ambient temperature and stirring for 48 hours. Water (20 mL) and dichloromethane (40 mL) were added and a white precipitate was filtered from the mixture. To the solid was added 2N HCl, with vigorous stirring, to pH 1. EtOAc (100 mL) was added ... Starting materials: OC1=C2N=CNC2=NC(=N1)SCC1=CC(=C(C=C1)OC)[N+](=O)[O-] (6-hydroxy-2-(4-methoxy-3-nitrobenzylsulfanyl)-9H-purine), ice water, P(=O)(Cl)(Cl)Cl (phosphorus oxychloride), CN(C1=CC=CC=C1)C (dimethylaniline). Run in O1CCOCC1 (dioxane). Conditions: temperature 100 celsius, time 2 hour. Yields the product ClC1=C2N=CNC2=NC(=N1)SCC1=CC(=C(C=C1)OC)[N+](=O)[O-] (6-chloro-2-(4-methoxy-3-nitrobenzylsulfanyl)-9H-purine). The yield is 35.2%. Reaction SMILES: O[C:2]1[N:10]=[C:9]([S:11][CH2:12][C:13]2[CH:18]=[CH:17][C:16]([O:19][CH3:20])=[C:15]([N+:21]([O-:23])=[O:22])[CH:14]=2)[N:8]=[C:7]2[C:3]=1[N:4]=[CH:5][NH:6]2.P(Cl)(Cl)([Cl:26])=O.CN(C)C1C=CC=CC=1>O1CCOCC1>[Cl:26][C:2]1[N:10]=[C:9]([S:11][CH2:12][C:13]2[CH:18]=[CH:17][C:16]([O:19][CH3:20])=[C:15]([N+:21]([O-:23])=[O:22])[CH:14]=2)[N:8]=[C:7]2[C:3]=1[N:4]=[CH:5][NH:6]2. Procedure details: 6-hydroxy-2-(4-methoxy-3-nitrobenzylsulfanyl)-9H-purine (14.67 g, 44 mmol) was suspended in dioxane (30 ml), phosphorus oxychloride (12.3 ml, 132 mmol) and dimethylaniline (8.3 ml, 66 mmol) were added and heated and stirred at 100° C. for 2 hours. The reaction solution was poured into ice water and extracted twice with ethyl acetate. After combining the ethyl acetate layers and washing with a saturated saline solution, it was dried with MgSO4 and the solvent was distilled away under reduced pres... The reactants are CC(=O)C1(O)C(C)OC(n2c(Br)nc3cc(Cl)c(Cl)cc32)C1F, CO, CCO, [Na+], [Na+], O=C([O-])[O-], O. The product is CC1OC(n2c(Br)nc3cc(Cl)c(Cl)cc32)C(F)C1O. RXN SMILES: [Br:1][c:2]1[n:3][c:4]2[c:5]([n:6]1[CH:7]1[CH:8]([F:17])[C:9]([OH:10])([C:14](=[O:15])[CH3:16])[CH:11]([CH3:13])[O:12]1)[cH:18][c:19]([Cl:23])[c:20]([Cl:22])[cH:21]2.[CH3:30][OH:31].[CH3:32][CH2:33][OH:34].[Na+:24].[Na+:25].[O-:26][C:27](=[O:28])[O-:29].[OH2:35]>>[Br:1][c:2]1[n:3][c:4]2[c:5]([n:6]1[CH:7]1[CH:8]([F:17])[CH:9]([OH:10])[CH:11]([CH3:13])[O:12]1)[cH:18][c:19]([Cl:23])[c:20]([Cl:22])[cH:21]2. Yields the product NC(=O)NC1CCC(O)c2ccccc21. RXN SMILES: [BH4-:16].[CH3:19][CH2:20][OH:21].[Na+:17].[O:1]=[C:2]1[CH2:3][CH2:4][CH:5]([NH:12][C:13](=[O:14])[NH2:15])[c:6]2[cH:7][cH:8][cH:9][cH:10][c:11]21.[OH2:18]>>[OH:1][CH:2]1[CH2:3][CH2:4][CH:5]([NH:12][C:13](=[O:14])[NH2:15])[c:6]2[cH:7][cH:8][cH:9][cH:10][c:11]21. Reactants: [BH4-], CCO, [Na+], NC(=O)NC1CCC(=O)c2ccccc21, O. Starting materials: CC(NC(=O)Cc1cc(F)cc(F)c1)C(=O)O, NC1CCc2ccccc2NC1=O. As a reaction SMILES: [F:1][c:2]1[cH:3][c:4]([CH2:9][C:10](=[O:11])[NH:12][CH:13]([CH3:14])[C:15](=[O:16])[OH:17])[cH:5][c:6]([F:8])[cH:7]1.[NH2:18][CH:19]1[C:20](=[O:30])[NH:21][c:22]2[c:23]([cH:26][cH:27][cH:28][cH:29]2)[CH2:24][CH2:25]1>>[F:1][c:2]1[cH:3][c:4]([CH2:9][C:10](=[O:11])[NH:12][CH:13]([CH3:14])[C:15](=[O:17])[NH:18][CH:19]2[C:20](=[O:30])[NH:21][c:22]3[c:23]([cH:26][cH:27][cH:28][cH:29]3)[CH2:24][CH2:25]2)[cH:5][c:6]([F:8])[cH:7]1. Product: CC(NC(=O)Cc1cc(F)cc(F)c1)C(=O)NC1CCc2ccccc2NC1=O.